This data is from the Open Reaction Database (ORD), a public repository of structured organic reaction records. The task is: describe an organic reaction: reactants, conditions, products, and yield Starting materials: 3h, C(C1=CC=CC=C1)OC(N[C@@H]1C[C@H](CC1)OCC(=CC1=CC=CC=C1)Br)=O (racemic trans [3-(2-bromo-3-phenyl-allyloxy)-cyclopentyl]-carbamic acid benzyl ester), B(C=1C=CC(=CC1)C)(O)O (p-tolylboronic acid), [F-].[K+] (potassium fluoride), O1CCCC1 (tetrahydrofuran). The reagents and catalysts are C(C)(=O)[O-].[Pd+2].C(C)(=O)[O-] (palladium acetate), C1(CCCCC1)PC1CCCCC1.C1(=CC=CC=C1)C1=CC=CC=C1 (o-biphenyl dicyclohexylphosphine). Run in C([O-])([O-])=O.[Na+].[Na+] (sodium carbonate). Reaction conditions: time 1 hour. The product is C(C1=CC=CC=C1)OC(N[C@@H]1C[C@H](CC1)OCC(=CC1=CC=CC=C1)C1=CC=C(C=C1)C)=O (trans [3-(3-Phenyl-2-p-tolyl-allyloxy)-cyclopentyl]-carbamic acid benzyl ester). Yield: 105.3%. As a reaction SMILES: [CH2:1]([O:8][C:9](=[O:27])[NH:10][C@H:11]1[CH2:15][CH2:14][C@H:13]([O:16][CH2:17][C:18](Br)=[CH:19][C:20]2[CH:25]=[CH:24][CH:23]=[CH:22][CH:21]=2)[CH2:12]1)[C:2]1[CH:7]=[CH:6][CH:5]=[CH:4][CH:3]=1.B(O)(O)[C:29]1[CH:30]=[CH:31][C:32]([CH3:35])=[CH:33][CH:34]=1.[F-].[K+].O1CCCC1>C(=O)([O-])[O-].[Na+].[Na+].C([O-])(=O)C.[Pd+2].C([O-])(=O)C.C1(PC2CCCCC2)CCCCC1.C1(C2C=CC=CC=2)C=CC=CC=1>[CH2:1]([O:8][C:9](=[O:27])[NH:10][C@H:11]1[CH2:15][CH2:14][C@H:13]([O:16][CH2:17][C:18]([C:29]2[CH:34]=[CH:33][C:32]([CH3:35])=[CH:31][CH:30]=2)=[CH:19][C:20]2[CH:25]=[CH:24][CH:23]=[CH:22][CH:21]=2)[CH2:12]1)[C:2]1[CH:7]=[CH:6][CH:5]=[CH:4][CH:3]=1 |f:2.3,5.6.7,8.9.10,11.12|. Procedure details: A stirred mixture of 10 g of racemic trans [3-(2-bromo-3-phenyl-allyloxy)-cyclopentyl]-carbamic acid benzyl ester, 4.7 g of p-tolylboronic acid, 160 mg of o-biphenyl dicyclohexylphosphine, 52 mg of palladium acetate, 4 g of potassium fluoride and 25 mL of anhydrous tetrahydrofuran was stirred at room temperature for 1 h then heated to 50° C. for 3h under nitrogen atmosphere. The mixture was cooled diluted with 50 mL of sodium carbonate and extracted with 3×100 mL portions of ethyl acetate. The c... Reactants: O=C[C@H](O)[C@@H](O)[C@H](O)[C@H](O)CO (glucose), O=C[C@H](O)[C@@H](O)[C@@H](O)[C@H](O)CO (galactose), product B, product B, OCC(=O)[C@@H](O)[C@H](O)[C@H](O)CO (fructose). Yields the product OC1[C@H](O)[C@@H](O)[C@H](O[C@H]2[C@H](O)[C@@H](O)[C@@H](O)[C@H](O2)CO)[C@H](O1)CO (lactose), OCC(=O)[C@@H](O)[C@H](O)[C@H](O)CO (fructose). RXN SMILES: [O:1]=[CH:2][C@@H:3]([C@H:5]([C@@H:7]([C@@H:9]([CH2:11][OH:12])[OH:10])[OH:8])[OH:6])[OH:4].[O:13]=[CH:14][C@@H:15]([C@H:17]([C@H:19]([C@@H:21]([CH2:23][OH:24])[OH:22])[OH:20])[OH:18])O.[OH:25][CH2:26][C:27]([C@H:29]([C@@H:31]([C@@H:33]([CH2:35][OH:36])[OH:34])[OH:32])[OH:30])=[O:28]>>[OH:1][CH:2]1[O:10][C@H:9]([CH2:11][OH:12])[C@@H:7]([O:8][C@@H:23]2[O:24][C@H:15]([CH2:14][OH:13])[C@H:17]([OH:18])[C@H:19]([OH:20])[C@H:21]2[OH:22])[C@H:5]([OH:6])[C@H:3]1[OH:4].[OH:25][CH2:26][C:27]([C@H:29]([C@@H:31]([C@@H:33]([CH2:35][OH:36])[OH:34])[OH:32])[OH:30])=[O:28]. Procedure: The reaction mixture was subjected to purification by the column chromatography using active charcoal. Thus, the column was loaded with the oligosaccharide and elution of the adsorbed oligosaccharide was conducted by successively increasing the concentration of ethyl alcohol eluant. The eluate fraction obtained with 15% ethyl alcohol as the eluant was concentrated by evaporation and subjected to desalting and decoloration using active charcoal and an ion exchange resin followed by freeze-drying ... The reactants are C(C)OC(=O)C=1OC2=C(C1C)C(=C(C=C2)Cl)OC (5-chloro-4-methoxy-3-methyl-benzofuran-2-carboxylic acid ethyl ester), [Li+].[OH-] (LiOH). Run in C1CCOC1 (THF). Conditions: time 8 hour. The product is ClC=1C=CC2=C(C(=C(O2)C(=O)O)C)C1OC (5-chloro-4-methoxy-3-methyl-benzofuran-2-carboxylic acid). Yield: 87.2%. Reaction SMILES: C([O:3][C:4]([C:6]1[O:7][C:8]2[CH:15]=[CH:14][C:13]([Cl:16])=[C:12]([O:17][CH3:18])[C:9]=2[C:10]=1[CH3:11])=[O:5])C.[Li+].[OH-]>C1COCC1>[Cl:16][C:13]1[CH:14]=[CH:15][C:8]2[O:7][C:6]([C:4]([OH:5])=[O:3])=[C:10]([CH3:11])[C:9]=2[C:12]=1[O:17][CH3:18] |f:1.2|. Procedure details: To 105 mg of 5-chloro-4-methoxy-3-methyl-benzofuran-2-carboxylic acid ethyl ester was added 1 mL of THF and 3 mL of LiOH solution (3.6 g LiOH/50 mL MeOH/50 mL H2O). The mixture was stirred at room temperature overnight. The solvents were removed under vacuum and the residue was dissolved in 5 mL of water. The solution was acidified and the resulting suspension was filtered. The solid product was triturated with dichloromethane and dried under vacuum to give 82 mg (87% yield) of 5-chloro-4-methox...